describe an organic reaction: reactants, conditions, products, and yield From a dataset of the Open Reaction Database (ORD), a public repository of structured organic reaction records. The reactants are COC(C(C1=CC=C(C=C1)F)N(CCCCl)C(=O)OC(C)(C)C)=O ([tert-butoxycarbonyl-(3-chloro-propyl)-amino]-(4-fluoro-phenyl)-acetic acid methyl ester), C([O-])([O-])=O.[K+].[K+] (potassium carbonate), Heterocyclic Compound, C([O-])([O-])=O.[K+].[K+] (potassium carbonate). Reagents/catalysts: [Cl-].C(C1=CC=CC=C1)[N+](CC)(CC)CC (benzyltriethylammoniumchloride), [Cl-].C(C1=CC=CC=C1)[N+](CC)(CC)CC (benzyltriethylammoniumchloride). Solvent: C(C)#N (acetonitrile). Run at temperature 50 celsius, time 20 hour. Yields the product COC(=O)C1(N(CCC1)C(=O)OC(C)(C)C)C1=CC=C(C=C1)F (2-(4-Fluoro-phenyl)-pyrrolidine-1,2-dicarboxylic acid 1-tert-butyl ester 2-methyl ester). As a reaction SMILES: [CH3:1][O:2][C:3](=[O:24])[CH:4]([N:12]([C:17]([O:19][C:20]([CH3:23])([CH3:22])[CH3:21])=[O:18])[CH2:13][CH2:14][CH2:15]Cl)[C:5]1[CH:10]=[CH:9][C:8]([F:11])=[CH:7][CH:6]=1.C(=O)([O-])[O-].[K+].[K+]>C(#N)C.[Cl-].C([N+](CC)(CC)CC)C1C=CC=CC=1>[CH3:1][O:2][C:3]([C:4]1([C:5]2[CH:10]=[CH:9][C:8]([F:11])=[CH:7][CH:6]=2)[CH2:15][CH2:14][CH2:13][N:12]1[C:17]([O:19][C:20]([CH3:23])([CH3:22])[CH3:21])=[O:18])=[O:24] |f:1.2.3,5.6|. Procedure: To a solution of [tert-butoxycarbonyl-(3-chloro-propyl)-amino]-(4-fluoro-phenyl)-acetic acid methyl ester (10.91 g) in acetonitrile (60 mL) was added benzyltriethylammoniumchloride (3.32 g) (see also Chemistry of Heterocyclic Compound, 36, 2000, 416-420) followed by solid potassium carbonate (12.1 g, finely ground). The reaction mixture was stirred at 50° C. for 20 hours. A further 1.6 g of benzyltriethylammoniumchloride and 4 g of potassium carbonate was added to push the reaction to completion... Starting materials: CO (methanol), ClCCC[Si](OC)(OC)OC (chloropropyltrimethoxysilane), N1=CC=CC=C1 (pyridine), CCCCCC (hexane). Solvent: C(C)(C)O (isopropanol), C(C)(C)O (isopropanol). Conditions: time 1 hour. Yields the product [Cl-].CO[Si](OC)(OC)CCC[N+]1=CC=CC=C1 (Trimethoxysilylpropylpyridinium Chloride). As a reaction SMILES: CO.[Cl:3][CH2:4][CH2:5][CH2:6][Si:7]([O:12][CH3:13])([O:10][CH3:11])[O:8][CH3:9].[N:14]1[CH:19]=[CH:18][CH:17]=[CH:16][CH:15]=1.CCCCCC>C(O)(C)C>[Cl-:3].[CH3:9][O:8][Si:7]([CH2:6][CH2:5][CH2:4][N+:14]1[CH:19]=[CH:18][CH:17]=[CH:16][CH:15]=1)([O:12][CH3:13])[O:10][CH3:11] |f:5.6|. Reported procedure: A mixture of 60.0 grams of methanol, 60.0 grams of chloropropyltrimethoxysilane and 15.26 grams of pyridine was prepared. The mixture was heated and allowed to reflux for 72 hours. The mixture was vacuum stripped at 80° C. and 29 inches of Hg, for one hour. Following hexane and isopropanol washes, a white salt formed. The salt was dissolved in 15 grams of isopropanol.